The task is: describe an organic reaction: reactants, conditions, products, and yield. This data is from the Open Reaction Database (ORD), a public repository of structured organic reaction records. The reactants are C(C)(C)(C)NS(=O)(=O)CCCCl (N-(tert-butyl)-3-chloropropane-1-sulfonamide), IC (iodomethane), C(C)(=O)OCC (ethyl acetate), C(CCC)[Li] (butyl lithium), C(CCC)[Li] (Butyl lithium). Run in O (water). Conditions: temperature -69 celsius. Yields the product C(C)(C)(C)NS(=O)(=O)C1(CC1)C (N-(tert-butyl)-1-methylcyclopropane-1-sulfonamide). Isolated yield 99.0%. As a reaction SMILES: [C:1]([NH:5][S:6]([CH2:9][CH2:10][CH2:11]Cl)(=[O:8])=[O:7])([CH3:4])([CH3:3])[CH3:2].[CH2:13]([Li])CCC.IC.C(OCC)(=O)C>O>[C:1]([NH:5][S:6]([C:9]1([CH3:13])[CH2:11][CH2:10]1)(=[O:8])=[O:7])([CH3:4])([CH3:3])[CH3:2]. Procedure: To a four necked, 5 L round bottom flask was added N-(tert-butyl)-3-chloropropane-1-sulfonamide (Previously dried by azeotroping with 3×100 mL toluene) (100 g, 468 mmol) and THF (1500 mL). This was cooled to an internal temperature of −69° C. then butyl lithium (2.5M in hexanes, 412 mL, 1.02 mol) was added dropwise over a period of 55 min while keeping the internal temperature below −65° C. The ice bath was removed and the reaction mixture was warmed to rt over 1.5 h and then cooled back down to... The reactants are BrC=1C=C2C(=C(C=NC2=NC1C)C(=O)OCC)O (ethyl 6-bromo-4-hydroxy-7-methyl-1,8-naphthyridine-3-carboxylate), [OH-].[Na+] (sodium hydroxide). Run in O (water). Run at temperature 180 celsius. Product: BrC=1C=C2C(=CC=NC2=NC1C)O (6-bromo-7-methyl-1,8-naphthyridin-4-ol). Reaction SMILES: [Br:1][C:2]1[CH:3]=[C:4]2[C:9](=[N:10][C:11]=1[CH3:12])[N:8]=[CH:7][C:6](C(OCC)=O)=[C:5]2[OH:18].[OH-].[Na+]>O>[Br:1][C:2]1[CH:3]=[C:4]2[C:9](=[N:10][C:11]=1[CH3:12])[N:8]=[CH:7][CH:6]=[C:5]2[OH:18] |f:1.2|. Reported procedure: A mixture of ethyl 6-bromo-4-hydroxy-7-methyl-1,8-naphthyridine-3-carboxylate (6.7 g), sodium hydroxide pellets (1.7 g) and water (50 ml) was heated at 180° C. in a pressure vessel for 18 hours. The mixture was cooled and filtered to give 6-bromo-7-methyl-1,8-naphthyridin-4-ol, m.p. >250° C. Reactants: CO[C@H]1C[C@H](N(C1)C(=O)OCC1=CC=CC=C1)C(NC1=NC=CN=C1)=O ((2S,4S)-Benzyl 4-methoxy-2-(pyrazin-2-ylcarbamoyl)pyrrolidine-1-carboxylate). Reagents/catalysts: [Pd] (palladium on carbon). Run in CO (methanol). The product is CO[C@H]1C[C@H](NC1)C(=O)NC1=NC=CN=C1 ((2S,4S)-4-Methoxy-N-(pyrazin-2-yl)pyrrolidine-2-carboxamide). Yield: 102.3%. Reaction SMILES: [CH3:1][O:2][C@@H:3]1[CH2:7][N:6](C(OCC2C=CC=CC=2)=O)[C@H:5]([C:18](=[O:26])[NH:19][C:20]2[CH:25]=[N:24][CH:23]=[CH:22][N:21]=2)[CH2:4]1>CO.[Pd]>[CH3:1][O:2][C@@H:3]1[CH2:7][NH:6][C@H:5]([C:18]([NH:19][C:20]2[CH:25]=[N:24][CH:23]=[CH:22][N:21]=2)=[O:26])[CH2:4]1. Procedure details: To a solution of (2S,4S)-benzyl 4-methoxy-2-(pyrazin-2-ylcarbamoyl)pyrrolidine-1-carboxylate 18C (550 mg, 1.54 mmol) in methanol (200 mL) was added palladium on carbon (10%, 80 mg) under nitrogen. The suspension was hydrogenated at 55 psi overnight. The resulting suspension was filtered through a pad of celite and washed with methanol. Concentration of the filtrate gave the product (18D) as an oil (350 mg, 100%) which was used without purification in the next step. LC/MS [M+H]+: 223; Ret time (M... Starting materials: NC(=O)CNC(=O)C1CCCN1C(=O)OCc1ccccc1, CO, [H][H]. The product is NC(=O)CNC(=O)C1CCCN1. Reaction SMILES: [CH2:1]([O:2][C:3](=[O:4])[N:11]1[CH:12]([C:13](=[O:14])[NH:15][CH2:16][C:17](=[O:18])[NH2:19])[CH2:20][CH2:21][CH2:22]1)[c:5]1[cH:6][cH:7][cH:8][cH:9][cH:10]1.[CH3:25][OH:26].[H:23][H:24]>>[NH:11]1[CH:12]([C:13](=[O:14])[NH:15][CH2:16][C:17](=[O:18])[NH2:19])[CH2:20][CH2:21][CH2:22]1. Reactants: CC(=O)Oc2ccc1c(COC)c(OC)ccc1c2 (substrate), c4ccc(B3OB(c1ccccc1)OB(c2ccccc2)O3)cc4 (effective_coupling_partner). Reagents/catalysts: PCy3. Conditions: temperature 110 celsius, time 12 hour. The product is COCc2c(OC)ccc3cc(c1ccccc1)ccc23.